Dataset: the Open Reaction Database (ORD), a public repository of structured organic reaction records. Task: describe an organic reaction: reactants, conditions, products, and yield Starting materials: C(C(=O)O)(=O)O (oxalic acid), BrCCCS(=O)(=O)C1=CC=CC=C1 ([(3-bromopropyl)sulfonyl]benzene), C(C)OC1=C(OCCN)C=CC=C1 (2-(2-ethoxyphenoxy)ethanamine), C([O-])([O-])=O.[K+].[K+] (potassium carbonate). Run in C(C)C(=O)C (methyl ethyl ketone). The product is C(C(=O)O)(=O)O.C1(=CC=CC=C1)S(=O)(=O)CCCNCCOC1=C(C=CC=C1)OCC ((3-Benzenesulfonyl-propyl)-[2-(2-ethoxy-phenoxy)-ethyl]-amine oxalate). Isolated yield 7.1%. RXN SMILES: Br[CH2:2][CH2:3][CH2:4][S:5]([C:8]1[CH:13]=[CH:12][CH:11]=[CH:10][CH:9]=1)(=[O:7])=[O:6].[CH2:14]([O:16][C:17]1[CH:26]=[CH:25][CH:24]=[CH:23][C:18]=1[O:19][CH2:20][CH2:21][NH2:22])[CH3:15].C(=O)([O-])[O-].[K+].[K+].[C:33]([OH:38])(=[O:37])[C:34]([OH:36])=[O:35]>C(C(C)=O)C>[C:33]([OH:38])(=[O:37])[C:34]([OH:36])=[O:35].[C:8]1([S:5]([CH2:4][CH2:3][CH2:2][NH:22][CH2:21][CH2:20][O:19][C:18]2[CH:23]=[CH:24][CH:25]=[CH:26][C:17]=2[O:16][CH2:14][CH3:15])(=[O:7])=[O:6])[CH:13]=[CH:12][CH:11]=[CH:10][CH:9]=1 |f:2.3.4,7.8|. Procedure details: A mixture of [(3-bromopropyl)sulfonyl]benzene (26.3 g, 100 mmol), 2-(2-ethoxyphenoxy)ethanamine (18.1 g, 100 mmol), and potassium carbonate (55.3 g, 400 mmol) in 200 mL of methyl ethyl ketone is heated at reflux for 18 hours. The reaction mixture is cooled, filtered, and the filtrate is evaporated. The residue is dissolved in warm 2-propanol and treated with oxalic acid (9.3 g, 101 mmol). The precipitated salt is filtered and recrystallized from 2-propanol to yield 3.2 g (7%) of product, mp 184-... Reactants: CN1N=CC(=C1)C=1C=C2C(=CN1)N(N=C2C2=CC=CC=C2)C2OCCCC2 (5-(1-methyl-1H-pyrazol-4-yl)-3-phenyl-1-(tetrahydro-2H-pyran-2-yl)-1H-pyrazolo[3,4-c]pyridine), Cl (HCl). Run in CO (MeOH), O (water). Run at temperature 60 celsius, time 16 hour. Yields the product CN1N=CC(=C1)C=1C=C2C(=CN1)NN=C2C2=CC=CC=C2 (5-(1-methyl-1H-pyrazol-4-yl)-3-phenyl-1H-pyrazolo[3,4-c]pyridine). The yield is 95.6%. RXN SMILES: [CH3:1][N:2]1[CH:6]=[C:5]([C:7]2[CH:8]=[C:9]3[C:15]([C:16]4[CH:21]=[CH:20][CH:19]=[CH:18][CH:17]=4)=[N:14][N:13](C4CCCCO4)[C:10]3=[CH:11][N:12]=2)[CH:4]=[N:3]1.Cl>CO.O>[CH3:1][N:2]1[CH:6]=[C:5]([C:7]2[CH:8]=[C:9]3[C:15]([C:16]4[CH:17]=[CH:18][CH:19]=[CH:20][CH:21]=4)=[N:14][NH:13][C:10]3=[CH:11][N:12]=2)[CH:4]=[N:3]1. Procedure: To a stirred solution of 5-(1-methyl-1H-pyrazol-4-yl)-3-phenyl-1-(tetrahydro-2H-pyran-2-yl)-1H-pyrazolo[3,4-c]pyridine (54.5 mg, 0.152 mmol) in MeOH (8 mL) was added 6 M HCl in water. The reaction mixture was stirred at 60° C. under N2 for 16 h. The reaction mixture was cooled to room temperature. Volatile solvent was removed under reduced pressure. The crude was redissolved in EtOAc. The organic layer was washed with saturated aqueous sodium bicarbonate solution, water and brine, dried over Na2... The reactants are CCS(=O)(=O)Cl, CNC(=O)Oc1ccc(N)c(C)c1, O, c1ccncc1. The product is CCS(=O)(=O)Nc1ccc(OC(=O)NC)cc1C. As a reaction SMILES: [CH2:1]([CH3:2])[S:3](=[O:4])(=[O:5])[Cl:6].[CH3:7][NH:8][C:9]([O:10][c:11]1[cH:12][c:13]([CH3:18])[c:14]([NH2:17])[cH:15][cH:16]1)=[O:19].[OH2:26].[cH:20]1[cH:21][cH:22][n:23][cH:24][cH:25]1>>[CH2:1]([CH3:2])[S:3](=[O:4])(=[O:5])[NH:17][c:14]1[c:13]([CH3:18])[cH:12][c:11]([O:10][C:9]([NH:8][CH3:7])=[O:19])[cH:16][cH:15]1. Run in O (water). The reactants are C(C=C)NC(\C=C/C(=O)O)=O (N-allylmaleamic acid), S([O-])(O)=O (bisulfite). Product: C(=O)(O)C(CC(=O)NCC=C)S(=O)(=O)O (3-carboxy-3-sulfo-N-allyl propionamide). Procedure: Allylamine reacts readily with maleic anhydride in THF to give N-allylmaleamic acid (VIII) in quantitative yield. VIII reacts with bisulfite in water to form 3-carboxy-3-sulfo-N-allyl propionamide (IX). At 160° C., (IX) cyclolyzes slowly to form N-allyl-sulfo-succinimide (X). Reaction SMILES: [CH2:1]([NH:4][C:5](=[O:11])/[CH:6]=[CH:7]\[C:8]([OH:10])=[O:9])[CH:2]=[CH2:3].[S:12](=[O:15])([OH:14])[O-:13]>O>[C:8]([CH:7]([S:12]([OH:15])(=[O:14])=[O:13])[CH2:6][C:5]([NH:4][CH2:1][CH:2]=[CH2:3])=[O:11])([OH:10])=[O:9].